From a dataset of the Open Reaction Database (ORD), a public repository of structured organic reaction records. describe an organic reaction: reactants, conditions, products, and yield Starting materials: CC(C)(C)OC(=O)NCCNC(=O)c1cccnc1, ClCCl, O=C(O)C(F)(F)F. Yields the product NCCNC(=O)c1cccnc1, O=C(O)C(F)(F)F. As a reaction SMILES: [C:1]([c:2]1[cH:3][n:4][cH:5][cH:6][cH:7]1)(=[O:8])[NH:9][CH2:10][CH2:11][NH:12][C:13](=[O:14])[O:15][C:16]([CH3:17])([CH3:18])[CH3:19].[Cl:27][CH2:28][Cl:29].[F:20][C:21]([C:22](=[O:23])[OH:24])([F:25])[F:26]>>[C:1]([c:2]1[cH:3][n:4][cH:5][cH:6][cH:7]1)(=[O:8])[NH:9][CH2:10][CH2:11][NH2:12].[F:20][C:21]([C:22](=[O:23])[OH:24])([F:25])[F:26]. Starting materials: Cc1cc(CO)cnc1Cl, ClCCl, [Na+], [Na+], O=C([O-])[O-], O, O=S(Cl)Cl. Yields the product Cc1cc(CCl)cnc1Cl. As a reaction SMILES: [Cl:1][c:2]1[c:3]([CH3:10])[cH:4][c:5]([CH2:8][OH:9])[cH:6][n:7]1.[Cl:21][CH2:22][Cl:23].[Na+:15].[Na+:16].[O-:17][C:18](=[O:19])[O-:20].[OH2:24].[S:11]([Cl:12])([Cl:13])=[O:14]>>[Cl:1][c:2]1[c:3]([CH3:10])[cH:4][c:5]([CH2:8][Cl:13])[cH:6][n:7]1. Starting materials: CCOC(=O)c1cnc(-c2ccncc2)nc1O, O=P(Cl)(Cl)Cl. The product is CCOC(=O)c1cnc(-c2ccncc2)nc1Cl. Reaction SMILES: [CH2:1]([CH3:2])[O:3][C:4](=[O:5])[c:6]1[c:7]([OH:18])[n:8][c:9](-[c:12]2[cH:13][cH:14][n:15][cH:16][cH:17]2)[n:10][cH:11]1.[P:19]([Cl:20])([Cl:21])([Cl:22])=[O:23]>>[CH2:1]([CH3:2])[O:3][C:4](=[O:5])[c:6]1[c:7]([Cl:21])[n:8][c:9](-[c:12]2[cH:13][cH:14][n:15][cH:16][cH:17]2)[n:10][cH:11]1. Starting materials: c1ccc(CN2CC3CSCC(C3)C2)cc1, CO, O. Yields the product O=S1CC2CC(CN(Cc3ccccc3)C2)C1. RXN SMILES: [CH2:1]([c:2]1[cH:3][cH:4][cH:5][cH:6][cH:7]1)[N:8]1[CH2:9][CH:10]2[CH2:11][S:12][CH2:13][CH:14]([CH2:15]1)[CH2:16]2.[CH3:17][OH:18].[OH2:19]>>[CH2:1]([c:2]1[cH:3][cH:4][cH:5][cH:6][cH:7]1)[N:8]1[CH2:9][CH:10]2[CH2:11][S:12](=[O:18])[CH2:13][CH:14]([CH2:15]1)[CH2:16]2.